Dataset: the Open Reaction Database (ORD), a public repository of structured organic reaction records. Task: describe an organic reaction: reactants, conditions, products, and yield Yields the product C(C)N(CCCN1C2=CC=CC=C2OC=2C=CC=CC12)CC (10-(3'-diethylaminopropyl)phenoxazine). Starting materials: C(=O)([O-])[O-].[K+].[K+] (K2CO3), C(C)NCC (N,N-diethylamine), ClCCCN1C2=CC=CC=C2OC=2C=CC=CC12 (10-(3'-chloropropyl)-phenoxazine). Run in O (water), C(C)#N (acetonitrile). Procedure details: 1 g (4.31 mmol) of the product of Example 1 was dissolved in 150 mL of anhydrous acetonitrile, and 1.5 g KI, 2.13 g K2CO3 and 1.6 mL (15.4 mmol) of N,N-diethylamine were added. The mixture was refluxed overnight until a substantial amount of product was formed (TLC, System B, Rf =0.40). The reaction mixture was diluted with water and extracted with ether three times. The ether layer was washed with water and dried over anhydrous Na2SO4 and evaporated. The crude oil was subjected to column chroma... As a reaction SMILES: Cl[CH2:2][CH2:3][CH2:4][N:5]1[C:18]2[CH:17]=[CH:16][CH:15]=[CH:14][C:13]=2[O:12][C:11]2[C:6]1=[CH:7][CH:8]=[CH:9][CH:10]=2.C([O-])([O-])=O.[K+].[K+].[CH2:25]([NH:27][CH2:28][CH3:29])[CH3:26]>C(#N)C.O>[CH2:25]([N:27]([CH2:28][CH3:29])[CH2:2][CH2:3][CH2:4][N:5]1[C:18]2[CH:17]=[CH:16][CH:15]=[CH:14][C:13]=2[O:12][C:11]2[C:6]1=[CH:7][CH:8]=[CH:9][CH:10]=2)[CH3:26] |f:1.2.3|. Reactants: C(C1=CC=CC=C1)OC1=C(N(C(=C1OCC(=O)OC(C)(C)C)C(=O)OCC)C1=CC=C(C=C1)OC)C(=O)OCC (Diethyl 3-(benzyloxy)-4-(2-(tert-butoxy)-2-oxoethoxy)-1-(4-methoxyphenyl)-1H-pyrrole-2,5-dicarboxylate), O1CCOCC1 (dioxane). The solvent is Cl (HCl). Reaction conditions: time 2 hour. Product: C(C1=CC=CC=C1)OC=1C(=C(N(C1C(=O)OCC)C1=CC=C(C=C1)OC)C(=O)OCC)OCC(=O)O (2-((4-(benzyloxy)-2,5-Bis(ethoxycarbonyl)-1-(4-methoxyphenyl)-1H-pyrrol-3-yl)oxy)acetic acid). Yield: 96.5%. As a reaction SMILES: [CH2:1]([O:8][C:9]1[C:13]([O:14][CH2:15][C:16]([O:18]C(C)(C)C)=[O:17])=[C:12]([C:23]([O:25][CH2:26][CH3:27])=[O:24])[N:11]([C:28]2[CH:33]=[CH:32][C:31]([O:34][CH3:35])=[CH:30][CH:29]=2)[C:10]=1[C:36]([O:38][CH2:39][CH3:40])=[O:37])[C:2]1[CH:7]=[CH:6][CH:5]=[CH:4][CH:3]=1.O1CCOCC1>Cl>[CH2:1]([O:8][C:9]1[C:13]([O:14][CH2:15][C:16]([OH:18])=[O:17])=[C:12]([C:23]([O:25][CH2:26][CH3:27])=[O:24])[N:11]([C:28]2[CH:29]=[CH:30][C:31]([O:34][CH3:35])=[CH:32][CH:33]=2)[C:10]=1[C:36]([O:38][CH2:39][CH3:40])=[O:37])[C:2]1[CH:7]=[CH:6][CH:5]=[CH:4][CH:3]=1. Procedure details: Diethyl 3-(benzyloxy)-4-(2-(tert-butoxy)-2-oxoethoxy)-1-(4-methoxyphenyl)-1H-pyrrole-2,5-dicarboxylate (UL2-028) (250 mg, 0.45 mmol) was dissolved in 4 M HCl in dioxane (2.5 mL, 10.0 mmol), and the reaction mixture was stirred at RT for 2 h, volatiles were removed in vacuo and the product was azeotroped with toluene (2×5 mL) to afford 2-((4-(benzyloxy)-2,5-bis(ethoxycarbonyl)-1-(4-methoxyphenyl)-1H-pyrrol-3-yl)oxy)acetic acid (24) (216 mg, 87%) as a yellow oil: m/z 498 (M+H)+ (ES+); 496 (M−H)− (...